This data is from the Open Reaction Database (ORD), a public repository of structured organic reaction records. The task is: describe an organic reaction: reactants, conditions, products, and yield The reactants are solution, Cl.C(C)(=O)OCC (hydrogen chloride ethyl acetate), C(C)(C)(C)OC(=O)NCC(=O)NC1=CC=C(C=C1)C#N (2-(tert-butoxycarbonylamino)-N-(4-cyanophenyl)acetamide). Conditions: time 18 hour. The product is Cl.NCC(=O)NC1=CC=C(C=C1)C#N (2-amino-N-(4-cyanophenyl)acetamide hydrochloride). As a reaction SMILES: [ClH:1].C(OCC)(=O)C.C(OC([NH:15][CH2:16][C:17]([NH:19][C:20]1[CH:25]=[CH:24][C:23]([C:26]#[N:27])=[CH:22][CH:21]=1)=[O:18])=O)(C)(C)C>>[ClH:1].[NH2:15][CH2:16][C:17]([NH:19][C:20]1[CH:25]=[CH:24][C:23]([C:26]#[N:27])=[CH:22][CH:21]=1)=[O:18] |f:0.1,3.4|. Reported procedure: 45.5 ml of a solution of 4N-hydrogen chloride/ethyl acetate was added to 10 g of 2-(tert-butoxycarbonylamino)-N-(4-cyanophenyl)acetamide in a closed vessel and stirred for 18 hours. The crystals formed were removed by filtration, washed with ethyl acetate and then dried under a reduced pressure to obtain 7.7 g of 2-amino-N-(4-cyanophenyl)acetamide hydrochloride. 58.8 ml of an 5 aqueous saturated solution of sodium hydrogencarbonate and 20 ml of water were added to 3.7 g of the hydrochloride and ... Reactants: C(CCC(=O)OC1=CC(N(C=2N=NC(=CC21)C2=CC=CC=C2)C)=O)(=O)OCC (Ethyl 8-methyl-7-oxo-3-phenyl-7,8-dihydropyrido[2,3-c]pyridazin-5-yl succinate), OC1=CC(N(C=2N=NC(=CC21)C2=CC=CC=C2)C)=O (5-hydroxy-8-methyl-3-phenylpyrido[2,3-c]pyridazin-7(8H)-one), ClC(CCC(=O)OCC)=O (ethyl 4-chloro-4-oxobutanoate). Product: OC1=C(C(N(C=2N=NC(=CC21)C2=CC=CC=C2)C)=O)C(CCC(=O)O)=O (4-(5-Hydroxy-8-methyl-7-oxo-3-phenyl-7,8-dihydropyrido[2,3-c]pyridazin-6-yl)-4-oxobutanoic acid). RXN SMILES: C(OCC)(=O)CCC([O:6][C:7]1[C:16]2[CH:15]=[C:14]([C:17]3[CH:22]=[CH:21][CH:20]=[CH:19][CH:18]=3)[N:13]=[N:12][C:11]=2[N:10]([CH3:23])[C:9](=[O:24])[CH:8]=1)=O.OC1C2C=C(C3C=CC=CC=3)N=NC=2N(C)C(=O)C=1.Cl[C:49](=[O:57])[CH2:50][CH2:51][C:52]([O:54]CC)=[O:53]>>[OH:6][C:7]1[C:16]2[CH:15]=[C:14]([C:17]3[CH:18]=[CH:19][CH:20]=[CH:21][CH:22]=3)[N:13]=[N:12][C:11]=2[N:10]([CH3:23])[C:9](=[O:24])[C:8]=1[C:49](=[O:57])[CH2:50][CH2:51][C:52]([OH:54])=[O:53]. Reported procedure: Ethyl 8-methyl-7-oxo-3-phenyl-7,8-dihydropyrido[2,3-c]pyridazin-5-yl succinate. The title compound is prepared by acylation of 5-hydroxy-8-methyl-3-phenylpyrido[2,3-c]pyridazin-7(8H)-one with ethyl 4-chloro-4-oxobutanoate according to that described in Method 4 (step b). The reactants are [Br-].C(=O)(O)CCCCC[P+](C1=CC=CC=C1)(C1=CC=CC=C1)C1=CC=CC=C1 ((5-carboxypentyl)triphenylphosphonium bromide), potassium t-butylate, OCCCCCCCC(C)=O (9-hydroxy2-nonanone). Solvent: O1CCCC1 (tetrahydrofuran), O1CCCC1 (tetrahydrofuran). Run at time 30 minute. Product: OCCCCCCCC(=CCCCCC(=O)O)C (14-hydroxy-7-methyltetradec-6-enoic acid). Yield: 111.2%. Reaction SMILES: [Br-].[C:2]([CH2:5][CH2:6][CH2:7][CH2:8][CH2:9][P+](C1C=CC=CC=1)(C1C=CC=CC=1)C1C=CC=CC=1)([OH:4])=[O:3].[OH:29][CH2:30][CH2:31][CH2:32][CH2:33][CH2:34][CH2:35][CH2:36][C:37](=O)[CH3:38]>O1CCCC1>[OH:29][CH2:30][CH2:31][CH2:32][CH2:33][CH2:34][CH2:35][CH2:36][C:37]([CH3:38])=[CH:9][CH2:8][CH2:7][CH2:6][CH2:5][C:2]([OH:4])=[O:3] |f:0.1|. Reported procedure: 45.7 g (0.1 mol) of (5-carboxypentyl)triphenylphosphonium bromide were placed in 200 ml of tetrahydrofuran and 25 g (0.22 ol) of potassium t-butylate in 100 l of tetrahydrofuran were added dropwise at 0° C. Then, 15.8 g (0.1 mol) of 9-hydroxy2-nonanone were added. After stirring for 30 minutes and usual work up, 28.5 g of crude 14-hydroxy-7-methyltetradec-6-enoic acid were obtained.